describe an organic reaction: reactants, conditions, products, and yield From a dataset of the Open Reaction Database (ORD), a public repository of structured organic reaction records. Starting materials: N(=[N+]=[N-])CC(=O)CN=[N+]=[N-] (1,3-Diazidoacetone), [N-]=[N+]=[N-].[Na+] (sodium azide), CC(=O)C (acetone). The product is N(=[N+]=[N-])CC(CN=[N+]=[N-])(CN=[N+]=[N-])O (2-Azidomethyl-2-hydroxy-1,3-diazidopropane). As a reaction SMILES: [N:1]([CH2:4][C:5]([CH2:7][N:8]=[N+:9]=[N-:10])=[O:6])=[N+:2]=[N-:3].[N-:11]=[N+:12]=[N-:13].[Na+].[CH3:15]C(C)=O>>[N:1]([CH2:4][C:5]([OH:6])([CH2:15][N:11]=[N+:12]=[N-:13])[CH2:7][N:8]=[N+:9]=[N-:10])=[N+:2]=[N-:3] |f:1.2|. Reported procedure: To a solution of 1,3-diazidoacetone 7 (10 gms, 0.07 mol) in aq. acetone (20 mL water, 150 mL acetone) was added sodium azide (15 gm, 0.23 mol) and the resulting mixture was heated under reflux for 14 hours. The reaction mixture was concentrated under reduced pressure and partitioned between water and methylene chloride. The organic layer was separated, dried over sodium sulfate and concentrated to obtain a residue that was chromatographed to obtain pure 2-azidomethyl-2-hydroxy-1,3-diazidopropane... The reactants are C, CCOC(C)=O, COC(=O)COCCOc1ccc([N+](=O)[O-])cc1, [Pd]. Product: COC(=O)COCCOc1ccc(N)cc1. As a reaction SMILES: [C:25].[CH3:19][CH2:20][O:21][C:22](=[O:23])[CH3:24].[CH3:1][O:2][C:3]([CH2:4][O:5][CH2:6][CH2:7][O:8][c:9]1[cH:10][cH:11][c:12]([N+:15]([O-:16])=[O:17])[cH:13][cH:14]1)=[O:18].[Pd:26]>>[CH3:1][O:2][C:3]([CH2:4][O:5][CH2:6][CH2:7][O:8][c:9]1[cH:10][cH:11][c:12]([NH2:15])[cH:13][cH:14]1)=[O:18].